From a dataset of the Open Reaction Database (ORD), a public repository of structured organic reaction records. describe an organic reaction: reactants, conditions, products, and yield The reactants are ClC1=CC=C2C(=C1NC1=NC=NC3=CC(=CC(=C13)OC1CCN(CC1)C)O)OCO2 (4-(6-chloro-2,3-methylenedioxyanilino)-7-hydroxy-5-(N-methylpiperidin-4-yloxy)quinazoline), C1(=CC=C(C=C1)S(=O)(=O)OCC(F)(F)F)C (2,2,2-trifluoroethyl 4-toluenesulphonate), C([O-])([O-])=O.[K+].[K+] (potassium carbonate). Solvent: CN(C)C=O (DMF). Reaction conditions: temperature 95 celsius. Product: ClC1=CC=C2C(=C1NC1=NC=NC3=CC(=CC(=C13)OC1CCN(CC1)C)OCC(F)(F)F)OCO2 (4-(6-chloro-2,3-methylenedioxyanilino)-5-(N-methylpiperidin-4-yloxy)-7-(2,2,2-trifluoroethoxy)quinazoline). Yield: 48.7%. RXN SMILES: [Cl:1][C:2]1[C:7]([NH:8][C:9]2[C:18]3[C:13](=[CH:14][C:15]([OH:27])=[CH:16][C:17]=3[O:19][CH:20]3[CH2:25][CH2:24][N:23]([CH3:26])[CH2:22][CH2:21]3)[N:12]=[CH:11][N:10]=2)=[C:6]2[O:28][CH2:29][O:30][C:5]2=[CH:4][CH:3]=1.C1(C)C=CC(S(O[CH2:41][C:42]([F:45])([F:44])[F:43])(=O)=O)=CC=1.C(=O)([O-])[O-].[K+].[K+]>CN(C=O)C>[Cl:1][C:2]1[C:7]([NH:8][C:9]2[C:18]3[C:13](=[CH:14][C:15]([O:27][CH2:41][C:42]([F:45])([F:44])[F:43])=[CH:16][C:17]=3[O:19][CH:20]3[CH2:25][CH2:24][N:23]([CH3:26])[CH2:22][CH2:21]3)[N:12]=[CH:11][N:10]=2)=[C:6]2[O:28][CH2:29][O:30][C:5]2=[CH:4][CH:3]=1 |f:2.3.4|. Procedure: A mixture of 4-(6-chloro-2,3-methylenedioxyanilino)-7-hydroxy-5-(N-methylpiperidin-4-yloxy)quinazoline (0.1 g), 2,2,2-trifluoroethyl 4-toluenesulphonate (0.071 g), potassium carbonate (0.08 g) and DMF (2 ml) was stirred and heated to 95° C. for 24 hours. The mixture was cooled to ambient temperature and partitioned between ethyl acetate and water. The organic solution was washed with water and with brine, dried over magnesium sulphate and evaporated The residue was purified by column chromatogra... Reactants: ClC1=CC=C2CN(C(C2=C1)=O)C=1C(=C(C=CC1)C1=CN=C(C=2NC3=CC(=CC=C3C21)O)C(=O)N)C (4-(3-(6-chloro-1-oxoisoindolin-2-yl)-2-methylphenyl)-7-hydroxy-9H-pyrido[3,4-b]indole-1-carboxamide), C([O-])([O-])=O.[Cs+].[Cs+] (cesium carbonate), C(C)(=O)OCC (ethyl acetate). The solvent is CN(C)C=O (DMF). Run at temperature 75 celsius. The product is ClC1=CC=C2CN(C(C2=C1)=O)C=1C(=C(C=CC1)C1=CN=C(C=2NC3=CC(=CC=C3C21)OCCCO)C(=O)N)C (4-(3-(6-Chloro-1-oxoisoindolin-2-yl)-2-methylphenyl)-7-(3-hydroxypropoxy)-9H-pyrido[3,4-b]indole-1-carboxamide). Yield: 16.6%. Reaction SMILES: [Cl:1][C:2]1[CH:10]=[C:9]2[C:5]([CH2:6][N:7]([C:12]3[C:13]([CH3:35])=[C:14]([C:18]4[C:30]5[C:29]6[C:24](=[CH:25][C:26]([OH:31])=[CH:27][CH:28]=6)[NH:23][C:22]=5[C:21]([C:32]([NH2:34])=[O:33])=[N:20][CH:19]=4)[CH:15]=[CH:16][CH:17]=3)[C:8]2=[O:11])=[CH:4][CH:3]=1.[C:36](=[O:39])([O-])[O-].[Cs+].[Cs+].[C:42](OCC)(=O)[CH3:43]>CN(C=O)C>[Cl:1][C:2]1[CH:10]=[C:9]2[C:5]([CH2:6][N:7]([C:12]3[C:13]([CH3:35])=[C:14]([C:18]4[C:30]5[C:29]6[C:24](=[CH:25][C:26]([O:31][CH2:42][CH2:43][CH2:36][OH:39])=[CH:27][CH:28]=6)[NH:23][C:22]=5[C:21]([C:32]([NH2:34])=[O:33])=[N:20][CH:19]=4)[CH:15]=[CH:16][CH:17]=3)[C:8]2=[O:11])=[CH:4][CH:3]=1 |f:1.2.3|. Procedure details: A mixture of 4-(3-(6-chloro-1-oxoisoindolin-2-yl)-2-methylphenyl)-7-hydroxy-9H-pyrido[3,4-b]indole-1-carboxamide (32 mg, 0.066 mmol) and cesium carbonate (25.9 mg, 0.080 mmol) in DMF (3 mL) was heated at 75° C. for 4 hr. The mixture was diluted with ethyl acetate (60 mL), washed with water (2×20 mL) and brine (20 mL), and dried over anhydrous MgSO4. The organic solution was concentrated under vacuum and the residue was purified by reverse phase HPLC. The correct fraction was concentrated under v... The reactants are C(=S)(C=1NC=CN1)C=1NC=CN1 (thiocarbonyl diimidazole), N1CCOCC1 (morpholine), N (ammonia), N1CCOCC1 (morpholine). Run in C1CCOC1 (THF). Conditions: time 3.5 hour. Yields the product NC(=S)N1CCOCC1 (4-((Amino)thiocarbonyl)morpholine). The yield is 76.0%. As a reaction SMILES: [C:1](C1NC=CN=1)(C1NC=CN=1)=[S:2].[NH:13]1[CH2:18][CH2:17][O:16][CH2:15][CH2:14]1.[NH3:19]>C1COCC1>[NH2:19][C:1]([N:13]1[CH2:18][CH2:17][O:16][CH2:15][CH2:14]1)=[S:2]. Procedure details: A solution of 3.35 g (18.8 mmol) of thiocarbonyl diimidazole in 100 ml of THF was treated with 0.82 ml (9.4 mmol) of morpholine. After being stirred at ambient temperature for 3.5 h, an additional 0.82 ml portion of morpholine was added, and stirring was continued. After 6 h, the solution was treated with excess concentrated aqueous ammonia, and stirred overnight. The resulting solution was concentrated in vacuo, taken up in chloroform, separated from the aqueous phase, dried over Na2SO4, and co... Starting materials: C(=O)[C@H]1N(CC2=CC=CC=C2C1)C(=O)OC(C)(C)C ((S)-tert-butyl 3-formyl-3,4-dihydroisoquinoline-2(1H)-carboxylate), CN1CCNCC1 (1-methylpiperazine). Yields the product CN1CCN(CC1)C[C@H]1NCC2=CC=CC=C2C1 ((S)-3-((4-Methylpiperazin-1-yl)methyl)-1,2,3,4-tetrahydroisoquinoline). As a reaction SMILES: [CH:1]([C@@H:3]1[CH2:12][C:11]2[C:6](=[CH:7][CH:8]=[CH:9][CH:10]=2)[CH2:5][N:4]1C(OC(C)(C)C)=O)=O.[CH3:20][N:21]1[CH2:26][CH2:25][NH:24][CH2:23][CH2:22]1>>[CH3:20][N:21]1[CH2:26][CH2:25][N:24]([CH2:1][C@@H:3]2[CH2:12][C:11]3[C:6](=[CH:7][CH:8]=[CH:9][CH:10]=3)[CH2:5][NH:4]2)[CH2:23][CH2:22]1. Procedure: Following a procedure analogous to that for the synthesis of Example 107, (S)-tert-butyl 3-formyl-3,4-dihydroisoquinoline-2(1H)-carboxylate (57 mg, 0.22 mmol) and 1-methylpiperazine (26 mg, 0.26 mmol) provided a crude oil which was used without purification in the preparation of Example 112. MS(ESI+) m/z 246.1 (M+H)+. Reaction SMILES: [CH3:1][C:2]1[CH:3]=[C:4]([C:17]2[S:21][C:20]([N:22]3[CH2:28][CH2:27][CH2:26][NH:25][C:24](=[O:29])[CH2:23]3)=[N:19][CH:18]=2)[CH:5]=[C:6]([NH:8][C:9]2[N:14]=[C:13](SC)[CH:12]=[CH:11][N:10]=2)[CH:7]=1.Cl[C:31]1C=CC=C(C(OO)=O)C=1.[O-:41][S:42]([O-:45])(=S)=O.[Na+].[Na+]>ClCCl>[CH3:1][C:2]1[CH:3]=[C:4]([C:17]2[S:21][C:20]([N:22]3[CH2:28][CH2:27][CH2:26][NH:25][C:24](=[O:29])[CH2:23]3)=[N:19][CH:18]=2)[CH:5]=[C:6]([NH:8][C:9]2[N:10]=[C:11]([S:42]([CH3:31])(=[O:45])=[O:41])[CH:12]=[CH:13][N:14]=2)[CH:7]=1 |f:2.3.4|. The reactants are ClC1=CC(=CC=C1)C(=O)OO (3-chloroperbenzoic acid), CC=1C=C(C=C(C1)NC1=NC=CC(=N1)SC)C1=CN=C(S1)N1CC(NCCC1)=O (4-[5-(3-methyl-5-{[4-(methylsulfanyl)pyrimidin-2-yl]amino}phenyl)-1,3-thiazol-2-yl]-1,4-diazepan-2-one), [O-]S(=O)(=S)[O-].[Na+].[Na+] (Na2S2O3). Yields the product CC=1C=C(C=C(C1)NC1=NC=CC(=N1)S(=O)(=O)C)C1=CN=C(S1)N1CC(NCCC1)=O (4-[5-(3-methyl-5-{[4-(methylsulfonyl)-2-pyrimidinyl]amino}phenyl)-1,3-thiazol-2-yl]-1,4-diazepan-2-one). Procedure details: To 4-[5-(3-methyl-5-{[4-(methylsulfanyl)pyrimidin-2-yl]amino}phenyl)-1,3-thiazol-2-yl]-1,4-diazepan-2-one (0.94 g, 2.204 mmol) stirring in dichloromethane (11 mL) at room temperature was added 3-chloroperbenzoic acid (1.587 g, 7.08 mmol). Stirred for 4 hr. at room temperature, diluted with 10% Na2S2O3 (aq.), and washed with sat. NaHCO3 (aq.) and brine. The organic extracts were dried (Na2SO4), filtered, and concentrated in vacuo. Purified by CombiFlash (100:0 to 0:20 dichloromethane:methanol) to... Run at time 4 hour. The yield is 18.6%. The solvent is ClCCl (dichloromethane). Reactants: BrC(C)Br (Dibromoethane), [N+](=O)([O-])C1=C(C=CC(=C1)[N+](=O)[O-])O (2,4-dinitrophenol), C([O-])([O-])=O.[K+].[K+] (potassium carbonate). The solvent is CN(C=O)C (dimethylformamide). Run at temperature 85 celsius. The product is [N+](=O)([O-])C1=C(OCCBr)C=CC(=C1)[N+](=O)[O-] (2,4-dinitrophenoxyethly bromide). Yield: 35.2%. Reaction SMILES: [Br:1][CH:2](Br)[CH3:3].[N+:5]([C:8]1[CH:13]=[C:12]([N+:14]([O-:16])=[O:15])[CH:11]=[CH:10][C:9]=1[OH:17])([O-:7])=[O:6].C(=O)([O-])[O-].[K+].[K+]>CN(C)C=O>[N+:5]([C:8]1[CH:13]=[C:12]([N+:14]([O-:16])=[O:15])[CH:11]=[CH:10][C:9]=1[O:17][CH2:3][CH2:2][Br:1])([O-:7])=[O:6] |f:2.3.4|. Reported procedure: Dibromoethane (5.25 g, 0.049 mol) and 2,4-dinitrophenol (3 g, 0.016 mol) were added to dimethylformamide (20 ml) and, after adding a fine powder of potassium carbonate (2.24 g), the mixture was heated at 85° C. for 1.5 h. Thereafter, the solvent was evaporated and three extractions were conducted with ethyl acetate. The organic extracts were combined and dried with sodium sulfate, with the residue being subjected to column chromatography on silica gel using methylene chloride as an eluent. The f... Starting materials: O=Cc1ccc(OCc2ccccc2)cc1, C[O-], CO, Cl, C[N+](=O)[O-], [Na+]. The product is O=[N+]([O-])C=Cc1ccc(OCc2ccccc2)cc1. Reaction SMILES: [CH2:1]([c:2]1[cH:3][cH:4][cH:5][cH:6][cH:7]1)[O:8][c:9]1[cH:10][cH:11][c:12]([CH:13]=[O:14])[cH:15][cH:16]1.[CH3:17][O-:18].[CH3:25][OH:26].[ClH:24].[N+:20](=[O:21])([O-:22])[CH3:23].[Na+:19]>>[CH2:1]([c:2]1[cH:3][cH:4][cH:5][cH:6][cH:7]1)[O:8][c:9]1[cH:10][cH:11][c:12]([CH:13]=[CH:23][N+:20](=[O:21])[O-:22])[cH:15][cH:16]1.